Dataset: the Open Reaction Database (ORD), a public repository of structured organic reaction records. Task: describe an organic reaction: reactants, conditions, products, and yield The reactants are C(C1=CC=CC=C1)OC=1C=C(C(=O)O)C=C(C1C1=CC=CC=C1)[N+](=O)[O-] (3-benzyloxy-5-nitro-4-phenylbenzoic acid), C(C=C)SC=1C=C(C(=O)O)C=C(C1C1=CC=CC=C1)[N+](=O)[O-] (3-allylthio-5-nitro-4-phenylbenzoic acid). Product: C(C=C)SC=1C=C(C(=O)O)C=C(C1C1=CC=CC=C1)N (3-allylthio-5-amino-4-phenylbenzoic acid). Reaction SMILES: C(OC1C=C(C=C([N+]([O-])=O)C=1C1C=CC=CC=1)C(O)=O)C1C=CC=CC=1.[CH2:27]([S:30][C:31]1[CH:32]=[C:33]([CH:37]=[C:38]([N+:46]([O-])=O)[C:39]=1[C:40]1[CH:45]=[CH:44][CH:43]=[CH:42][CH:41]=1)[C:34]([OH:36])=[O:35])[CH:28]=[CH2:29]>>[CH2:27]([S:30][C:31]1[CH:32]=[C:33]([CH:37]=[C:38]([NH2:46])[C:39]=1[C:40]1[CH:45]=[CH:44][CH:43]=[CH:42][CH:41]=1)[C:34]([OH:36])=[O:35])[CH:28]=[CH2:29]. Reported procedure: By replacing in Example 2, step D, 3-benzyloxy-5-nitro-4-phenylbenzoic acid with 3-allylthio-5-nitro-4-phenylbenzoic acid, and following the procedure described, 3-allylthio-5-amino-4-phenylbenzoic acid is obtained with a melting point of 149.5°-150.5° C. The reactants are C(C1=CC=CC=C1)OC1=C(C=C(C(=O)O)C=C1C)CC (4-benzyloxy-3-ethyl-5-methylbenzoic acid), Cl.Cl.C(C)OC(CN)(C1=CC(=NC(=C1)C)CC(C)C)OCC (2,2-diethoxy-2-(2-isobutyl-6-methyl-pyridin-4-yl)-ethylamine dihydrochloride), CCN(C(C)C)C(C)C (DIPEA), CCN=C=NCCCN(C)C.Cl (EDC HCl), C=1C=CC2=C(C1)N=NN2O (HOBT), C=1C=CC2=C(C1)N=NN2O (HOBT), CCN=C=NCCCN(C)C.Cl (EDC HCl). Run in CC(OCC)=O (EA), CN(C)C=O (DMF), CN(C)C=O (DMF). Run at time 16 hour. The product is C(C1=CC=CC=C1)OC1=C(C=C(C(=O)NCC(C2=CC(=NC(=C2)C)CC(C)C)(OCC)OCC)C=C1C)CC (4-benzyloxy-N-[2,2-diethoxy-2-(2-isobutyl-6-methyl-pyridin-4-yl)-ethyl]-3-ethyl-5-methyl-benzamide). The yield is 60.5%. Reaction SMILES: [CH2:1]([O:8][C:9]1[C:17]([CH3:18])=[CH:16][C:12]([C:13]([OH:15])=O)=[CH:11][C:10]=1[CH2:19][CH3:20])[C:2]1[CH:7]=[CH:6][CH:5]=[CH:4][CH:3]=1.CCN=C=NCCCN(C)C.Cl.C1C=CC2N(O)N=NC=2C=1.CCN(C(C)C)C(C)C.Cl.Cl.[CH2:54]([O:56][C:57]([O:71][CH2:72][CH3:73])([C:60]1[CH:65]=[C:64]([CH3:66])[N:63]=[C:62]([CH2:67][CH:68]([CH3:70])[CH3:69])[CH:61]=1)[CH2:58][NH2:59])[CH3:55]>CN(C=O)C.CC(=O)OCC>[CH2:1]([O:8][C:9]1[C:17]([CH3:18])=[CH:16][C:12]([C:13]([NH:59][CH2:58][C:57]([O:71][CH2:72][CH3:73])([O:56][CH2:54][CH3:55])[C:60]2[CH:65]=[C:64]([CH3:66])[N:63]=[C:62]([CH2:67][CH:68]([CH3:69])[CH3:70])[CH:61]=2)=[O:15])=[CH:11][C:10]=1[CH2:19][CH3:20])[C:2]1[CH:3]=[CH:4][CH:5]=[CH:6][CH:7]=1 |f:1.2,5.6.7|. Procedure: To a solution of 4-benzyloxy-3-ethyl-5-methylbenzoic acid (115 mg, 0.425 mmol) in DMF (1.5 mL), EDC HCl (46 mg, 0.467 mmol) followed by HOBT (63 mg, 0.467 mmol) is added. The mixture is stirred at rt for 15 min before DIPEA (219 mg, 1.70 mmol) and a solution of 2,2-diethoxy-2-(2-isobutyl-6-methyl-pyridin-4-yl)-ethylamine dihydrochloride (150 mg, 0.425 mmol) in DMF (0.5 mL) is added. The mixture is stirred at rt for 4.5 h before another portion of EDC HCl (20 mg) and HOBT (30 mg) is added. Stirri... Product: FC=1C=C2C3C=CC(C2=CC1F)O3 (6,7-Difluoro-1,4-epoxy-1,4-dihydronaphthalene). The yield is 69.9%. Reported procedure: To 3,4-difluoro-1,2-dibromo-benzene (0.75 g, 2.78 mmol) and furan (1 mL, 14.7 mmol) in Et2O (15 mL) at −78° C. was added BuLi (1.1 mL, 2.5M in hexanes, 2.75 mmol) dropwise. The reaction was stirred for two hours at −78° C. and then was allowed to warm to room temperature. After 2 hours, the reaction mixture was quenched with water dropwise and then was poured into water. The organic layer was separated and the aqueous layer was extracted three times with Et2O. The combined organic layers were wa... Starting materials: FC=1C(=C(C=CC1F)Br)Br (3,4-difluoro-1,2-dibromo-benzene), O1C=CC=C1 (furan), [Li]CCCC (BuLi). Reaction SMILES: [F:1][C:2]1[C:3](Br)=[C:4](Br)[CH:5]=[CH:6][C:7]=1[F:8].[O:11]1[CH:15]=[CH:14][CH:13]=[CH:12]1.[Li]CCCC>CCOCC>[F:1][C:2]1[CH:3]=[C:4]2[C:5](=[CH:6][C:7]=1[F:8])[CH:15]1[O:11][CH:12]2[CH:13]=[CH:14]1. Conditions: temperature -78 celsius, time 2 hour. Run in CCOCC (Et2O). The reactants are CCOCC (ether), [Mg] (magnesium), CCOCC (ether), Grignard reagent, CCOCC (ether), BrC1=CC=C(C=C1)OC (4-bromoanisole), C1(CC1)C(CCN(C)C)=O (1-cyclopropyl-3-dimethylamino-1-propanone). Solvent: O (water). Product: Br.C1(CC1)C(CCN(C)C)(O)C1=CC=C(C=C1)OC (1-Cyclopropyl-3-dimethylamino-1-(4-methoxyphenyl)-1-propanol Hydrobromide). As a reaction SMILES: CCOCC.[Br:6][C:7]1[CH:12]=[CH:11][C:10]([O:13][CH3:14])=[CH:9][CH:8]=1.[Mg].[CH:16]1([C:19](=[O:25])[CH2:20][CH2:21][N:22]([CH3:24])[CH3:23])[CH2:18][CH2:17]1>O>[BrH:6].[CH:16]1([C:19]([C:7]2[CH:12]=[CH:11][C:10]([O:13][CH3:14])=[CH:9][CH:8]=2)([OH:25])[CH2:20][CH2:21][N:22]([CH3:24])[CH3:23])[CH2:18][CH2:17]1 |f:5.6|. Procedure: The stirred ether solution of the Grignard reagent prepared from 86 g. (0.46 mole) of 4-bromoanisole and 11.2 g. (0.46 mole) of magnesium in 200 ml. of dry ether was treated dropwise with a solution of 30 g. (0.23 mole) of 1-cyclopropyl-3-dimethylamino-1-propanone in 100 ml. of dry ether. After addition the mixture was allowed to warm to room temperature and was then hydrolyzed with water. The mixture was worked up as in Example 1 to give 16 g. (28%) of an oil which distilled at 110°-115°C./0.10... Reactants: CCOC(=O)N=C1[SH]=CCN1c1cccc(C(F)(F)F)c1, ClC(Cl)Cl, O=C1CCC(=O)N1I. The product is CCOC(=O)N=C1[SH]=C(I)CN1c1cccc(C(F)(F)F)c1. Reaction SMILES: [CH2:1]([CH3:2])[O:3][C:4](=[O:5])[N:6]=[C:7]1[SH:8]=[CH:9][CH2:10][N:11]1[c:12]1[cH:13][c:14]([C:18]([F:19])([F:20])[F:21])[cH:15][cH:16][cH:17]1.[CH:30]([Cl:31])([Cl:32])[Cl:33].[I:22][N:23]1[C:24](=[O:25])[CH2:26][CH2:27][C:28]1=[O:29]>>[CH2:1]([CH3:2])[O:3][C:4](=[O:5])[N:6]=[C:7]1[SH:8]=[C:9]([I:22])[CH2:10][N:11]1[c:12]1[cH:13][c:14]([C:18]([F:19])([F:20])[F:21])[cH:15][cH:16][cH:17]1. The reactants are BrC1=CC=C(C=C1)C1=C(C(=NO1)C)CN1CCC(CC1)C1=CC=CC=C1 (1-[5-(4-bromo-phenyl)-3-methyl-isoxazol-4-ylmethyl]-4-phenyl-piperidine), C(C)OC(=O)C1(CC1)C1=CC=C(C=C1)B1OC(C(O1)(C)C)(C)C (1-[4-(4,4,5,5-tetramethyl-[1,3,2]dioxaborolan-2-yl)-phenyl]-cyclopropanecarboxylic acid ethyl ester). Product: C(C)OC(=O)C1(CC1)C1=CC=C(C=C1)C1=CC=C(C=C1)C1=C(C(=NO1)C)CN1CCC(CC1)C1=CC=CC=C1 (1-{4′-[3-Methyl-4-(4-phenyl-piperidin-1-ylmethyl)-isoxazol-5-yl]-biphenyl-4-yl}-cyclopropanecarboxylic acid ethyl ester). Reaction SMILES: Br[C:2]1[CH:7]=[CH:6][C:5]([C:8]2[O:12][N:11]=[C:10]([CH3:13])[C:9]=2[CH2:14][N:15]2[CH2:20][CH2:19][CH:18]([C:21]3[CH:26]=[CH:25][CH:24]=[CH:23][CH:22]=3)[CH2:17][CH2:16]2)=[CH:4][CH:3]=1.[CH2:27]([O:29][C:30]([C:32]1([C:35]2[CH:40]=[CH:39][C:38](B3OC(C)(C)C(C)(C)O3)=[CH:37][CH:36]=2)[CH2:34][CH2:33]1)=[O:31])[CH3:28]>>[CH2:27]([O:29][C:30]([C:32]1([C:35]2[CH:36]=[CH:37][C:38]([C:2]3[CH:3]=[CH:4][C:5]([C:8]4[O:12][N:11]=[C:10]([CH3:13])[C:9]=4[CH2:14][N:15]4[CH2:16][CH2:17][CH:18]([C:21]5[CH:26]=[CH:25][CH:24]=[CH:23][CH:22]=5)[CH2:19][CH2:20]4)=[CH:6][CH:7]=3)=[CH:39][CH:40]=2)[CH2:33][CH2:34]1)=[O:31])[CH3:28]. Procedure: Prepared according to the procedure described in Example 1, Step 10, using 1-[5-(4-bromo-phenyl)-3-methyl-isoxazol-4-ylmethyl]-4-phenyl-piperidine and 1-[4-(4,4,5,5-tetramethyl-[1,3,2]dioxaborolan-2-yl)-phenyl]-cyclopropanecarboxylic acid ethyl ester. Reactants: CC(C)(C)[O-], C1CCOC1, CN(C)C1(c2ccccc2)CCC(C=O)CC1, [Cl-], Fc1ccc(C[P+](c2ccccc2)(c2ccccc2)c2ccccc2)cc1, [K+]. Yields the product Cl, CN(C)C1(c2ccccc2)CCC(C=Cc2ccc(F)cc2)CC1. Reaction SMILES: [C:29]([O-:30])([CH3:31])([CH3:32])[CH3:33].[CH2:52]1[O:53][CH2:54][CH2:55][CH2:56]1.[CH3:35][N:36]([C:37]1([c:45]2[cH:46][cH:47][cH:48][cH:49][cH:50]2)[CH2:38][CH2:39][CH:40]([CH:43]=[O:44])[CH2:41][CH2:42]1)[CH3:51].[Cl-:1].[F:2][c:3]1[cH:4][cH:5][c:6]([CH2:7][P+:8]([c:9]2[cH:10][cH:11][cH:12][cH:13][cH:14]2)([c:15]2[cH:16][cH:17][cH:18][cH:19][cH:20]2)[c:21]2[cH:22][cH:23][cH:24][cH:25][cH:26]2)[cH:27][cH:28]1.[K+:34]>>[ClH:1].[F:2][c:3]1[cH:4][cH:5][c:6]([CH:7]=[CH:43][CH:40]2[CH2:39][CH2:38][C:37]([N:36]([CH3:35])[CH3:51])([c:45]3[cH:46][cH:47][cH:48][cH:49][cH:50]3)[CH2:42][CH2:41]2)[cH:27][cH:28]1. Conditions: time 2 hour. RXN SMILES: [Na].[NH2:2][C:3]1[N:8]=[C:7]([NH2:9])[C:6]([N:10]=O)=[C:5]([NH2:12])[N:4]=1.[C:13]([O:16][C:17]1[CH:25]=[CH:24][C:20]([CH2:21][C:22]#[N:23])=[CH:19][CH:18]=1)(=[O:15])[CH3:14]>C(OCCO)C>[NH2:2][C:3]1[N:8]=[C:7]([NH2:9])[C:6]2[C:5](=[N:12][C:22]([NH2:23])=[C:21]([C:20]3[CH:19]=[CH:18][C:17]([O:16][C:13](=[O:15])[CH3:14])=[CH:25][CH:24]=3)[N:10]=2)[N:4]=1 |^1:0|. Run in C(C)OCCO (2-ethoxy ethanol). The reactants are [Na] (sodium), NC1=NC(=C(C(=N1)N)N=O)N (2,4,6-Triaminonitrosopyrimidine), C(C)(=O)OC1=CC=C(CC#N)C=C1 (p-acetoxybenzylcyanide). Yields the product NC1=NC2=NC(=C(N=C2C(=N1)N)C1=CC=C(C=C1)OC(C)=O)N (2,4,7-Triamino-6-(p-acetoxy-phenyl)-pteridine). Procedure: 410 mg metallic sodium were dissolved while stirring in 100 ml of 2-ethoxy ethanol. Thereafter, 1100 mg 2,4,6-Triaminonitrosopyrimidine are added while stirring together with 1140 mg p-acetoxybenzylcyanide and the mixture is heated while stirring up to the boiling point. The color of the mixture changed from violet to brown. After two hours boiling under reflux, the heat is turned off and the reaction mixture is allowed to cool. Thereafter, 70 to 80% of the 2-ethoxyethanol is distilled under the... Yields the product CN(CCC1=CC=C(C=C1)SC)C1CCNCC1 (4-{N-methyl-N-[2-(4-methylthiophenyl)ethyl]amino}piperidine). Starting materials: Cl (hydrochloric acid), CN(CCC1=CC=C(C=C1)SC)C1CCN(CC1)C(C1=CC=CC=C1)=O (4-{N-methyl-N-[2-(4-methylthiophenyl)ethyl]amino}-1-benzoylpiperidine). Yield: 88.9%. Procedure: 60 ml of 5 N hydrochloric acid was added to a solution of 5.8 g of 4-{N-methyl-N-[2-(4-methylthiophenyl)ethyl]amino}-1-benzoylpiperidine in 20 ml of ethanol. The mixture was refluxed by heating, for 12 hours. To the reaction mixture was added 100 ml of ethanol, followed by concentration under reduced pressure. To the residue was added ice water. The mixture was made basic with a 25% aqueous sodium hydroxide solution and then extracted with chloroform. The extract was water-washed, dried with anh... The solvent is C(C)O (ethanol), C(C)O (ethanol). As a reaction SMILES: Cl.[CH3:2][N:3]([CH:14]1[CH2:19][CH2:18][N:17](C(=O)C2C=CC=CC=2)[CH2:16][CH2:15]1)[CH2:4][CH2:5][C:6]1[CH:11]=[CH:10][C:9]([S:12][CH3:13])=[CH:8][CH:7]=1>C(O)C>[CH3:2][N:3]([CH:14]1[CH2:19][CH2:18][NH:17][CH2:16][CH2:15]1)[CH2:4][CH2:5][C:6]1[CH:7]=[CH:8][C:9]([S:12][CH3:13])=[CH:10][CH:11]=1. Reactants: COCCCO (3-methoxypropan-1-ol), [N+](=O)([O-])C1=C(C#N)C(=CC=C1)[N+](=O)[O-] (2,6-dinitrobenzonitrile). Product: COCCCOC1=C(C#N)C(=CC=C1)[N+](=O)[O-] (2-(3-Methoxypropoxy)-6-nitrobenzonitrile). Isolated yield 63.6%. RXN SMILES: [CH3:1][O:2][CH2:3][CH2:4][CH2:5][OH:6].[N+:7]([C:10]1[CH:17]=[CH:16][CH:15]=[C:14]([N+]([O-])=O)[C:11]=1[C:12]#[N:13])([O-:9])=[O:8]>>[CH3:1][O:2][CH2:3][CH2:4][CH2:5][O:6][C:14]1[CH:15]=[CH:16][CH:17]=[C:10]([N+:7]([O-:9])=[O:8])[C:11]=1[C:12]#[N:13]. Reported procedure: Prepared as in Example 111c from 3-methoxypropan-1-ol and 2,6-dinitrobenzonitrile in 63.6% yield. 1H NMR (400 MHz, CDCl3) δ 2.16 (m, 2H), 3.36 (s, 3H), 3.63 (t, J=5.6 Hz, 2H), 4.29 (t, J=6.4 Hz, 2H), 7.35 (dd, J=8.8, 0.8 Hz, 1H), 7.69 (t, J=8.8 Hz, 1H), (dd, J=8.4, 0.8 Hz, 1H).